From a dataset of the Open Reaction Database (ORD), a public repository of structured organic reaction records. describe an organic reaction: reactants, conditions, products, and yield Reactants: [N+](=O)([O-])C1=CC=C(C(=O)N2C3=C(C4=C(CC2)C=NN4)SC=C3)C=C1 (6-(4-nitrobenzoyl)-1,4,5,6-tetrahydropyrazolo[3,4-d]thieno[3,2-b]azepine), NN (hydrazine). The reagents and catalysts are [Pd] (Pd/C). Solvent: C(C)O (ethanol). Conditions: temperature 60 celsius. Yields the product NC1=CC=C(C(=O)N2C3=C(C4=C(CC2)C=NN4)SC=C3)C=C1 (6-(4-Aminobenzoyl)-1,4,5,6-tetrahydropyrazolo[3,4-d]-thieno[3,2-b]azepine). Yield: 76.8%. As a reaction SMILES: [N+:1]([C:4]1[CH:24]=[CH:23][C:7]([C:8]([N:10]2[CH2:16][CH2:15][C:14]3[CH:17]=[N:18][NH:19][C:13]=3[C:12]3[S:20][CH:21]=[CH:22][C:11]2=3)=[O:9])=[CH:6][CH:5]=1)([O-])=O.NN>C(O)C.[Pd]>[NH2:1][C:4]1[CH:24]=[CH:23][C:7]([C:8]([N:10]2[CH2:16][CH2:15][C:14]3[CH:17]=[N:18][NH:19][C:13]=3[C:12]3[S:20][CH:21]=[CH:22][C:11]2=3)=[O:9])=[CH:6][CH:5]=1. Reported procedure: A mixture of 2.0 g of 6-(4-nitrobenzoyl)-1,4,5,6-tetrahydropyrazolo[3,4-d]thieno[3,2-b]azepine in 40 ml of absolute ethanol is stirred under argon while 1.6 ml of hydrazine is added. The reaction mixture is heated at 60° C. for 1.5 hours. The reaction mixture is cooled to room temperature and 400 mg of 10% Pd/C added and the reaction mixture heated at 100° C. for 1.5 hours. The reaction mixture is filtered through diatomaceous earth and the cake washed with methylene chloride. The filtrate is co... The reactants are BrC=1NC2=CC=CC=C2C1CCN1C(C2=CC=CC=C2C1=O)=O (2-[2-(2-bromo-1H-indol-3-yl)-ethyl]-isoindole-1,3-dione), [Cl-].[Li+] (lithium chloride), CC=1C=C(C=C(C1)C)B(O)O (3,5-dimethylphenyl boronic acid), C([O-])([O-])=O.[Na+].[Na+] (sodium carbonate). The reagents and catalysts are [Pd].C1(=CC=CC=C1)P(C1=CC=CC=C1)C1=CC=CC=C1.C1(=CC=CC=C1)P(C1=CC=CC=C1)C1=CC=CC=C1.C1(=CC=CC=C1)P(C1=CC=CC=C1)C1=CC=CC=C1.C1(=CC=CC=C1)P(C1=CC=CC=C1)C1=CC=CC=C1 (tetrakis(triphenylphosphine) palladium). Run in C1(=CC=CC=C1)C (toluene), C(C)O (ethanol). The product is CC=1C=C(C=C(C1)C)C=1NC2=CC=CC=C2C1CCN1C(C2=CC=CC=C2C1=O)=O (2-{2-[2-(3,5-dimethylphenyl)-1H-indol-3-yl]-ethyl}-isoindole-1,3-dione). Reaction SMILES: Br[C:2]1[NH:3][C:4]2[C:9]([C:10]=1[CH2:11][CH2:12][N:13]1[C:21](=[O:22])[C:20]3[C:15](=[CH:16][CH:17]=[CH:18][CH:19]=3)[C:14]1=[O:23])=[CH:8][CH:7]=[CH:6][CH:5]=2.[CH3:24][C:25]1[CH:26]=[C:27](B(O)O)[CH:28]=[C:29]([CH3:31])[CH:30]=1.C(=O)([O-])[O-].[Na+].[Na+].[Cl-].[Li+]>C1(C)C=CC=CC=1.C(O)C.[Pd].C1(P(C2C=CC=CC=2)C2C=CC=CC=2)C=CC=CC=1.C1(P(C2C=CC=CC=2)C2C=CC=CC=2)C=CC=CC=1.C1(P(C2C=CC=CC=2)C2C=CC=CC=2)C=CC=CC=1.C1(P(C2C=CC=CC=2)C2C=CC=CC=2)C=CC=CC=1>[CH3:24][C:25]1[CH:26]=[C:27]([C:2]2[NH:3][C:4]3[C:9]([C:10]=2[CH2:11][CH2:12][N:13]2[C:21](=[O:22])[C:20]4[C:15](=[CH:16][CH:17]=[CH:18][CH:19]=4)[C:14]2=[O:23])=[CH:8][CH:7]=[CH:6][CH:5]=3)[CH:28]=[C:29]([CH3:31])[CH:30]=1 |f:2.3.4,5.6,9.10.11.12.13|. Procedure: To a solution of 2-[2-(2-bromo-1H-indol-3-yl)-ethyl]-isoindole-1,3-dione (150 mg in a mixture of 5 mL toluene and 5 mL ethanol) was added 3,5-dimethylphenyl boronic acid (85 mg) followed by 1.0 mL of 1M sodium carbonate. To the stirred solution was added lithium chloride (60 mg) followed by tetrakis(triphenylphosphine) palladium (28 mg) and the mixture heated to reflux on an oil bath. After 4 hours the mixture was cooled to room temperature and concentrated in vacuo. Purification by flash chroma...